From a dataset of the Open Reaction Database (ORD), a public repository of structured organic reaction records. describe an organic reaction: reactants, conditions, products, and yield The reactants are C(C1=CC=CC=C1)N([C@H](C(=O)OCC1=CC=CC=C1)[C@@H](C(=O)OC(C)(C)C)CC(COS(=O)(=O)C)O)CC1=CC=CC=C1 (1-benzyl 4-tert-butyl (2S,3S)-2-(dibenzylamino)-3-{2-hydroxy-3-[(methylsulfonyl)oxy]propyl}succinate), Cl (HCl). Reagents/catalysts: [Pd] (Pd). Solvent: CO (methanol). The product is crude compound, C(C)(C)(C)OC(=O)[C@@H]1[C@H](NCC(C1)O)C(=O)O ((2S,3S)-3-(tert-butoxycarbonyl)-5-hydroxypiperidine-2-carboxylic acid). As a reaction SMILES: C([N:8]([CH2:37]C1C=CC=CC=1)[C@@H:9]([C@H:20]([CH2:28][CH:29]([OH:36])COS(C)(=O)=O)[C:21]([O:23][C:24]([CH3:27])([CH3:26])[CH3:25])=[O:22])[C:10]([O:12]CC1C=CC=CC=1)=[O:11])C1C=CC=CC=1.Cl>CO.[Pd]>[C:24]([O:23][C:21]([C@H:20]1[CH2:28][CH:29]([OH:36])[CH2:37][NH:8][C@@H:9]1[C:10]([OH:12])=[O:11])=[O:22])([CH3:25])([CH3:26])[CH3:27]. Reported procedure: To a solution of 1-benzyl 4-tert-butyl (2S,3S)-2-(dibenzylamino)-3-{2-hydroxy-3-[(methylsulfonyl)oxy]propyl}succinate from step 1k (5.02 g, 8.2 mmol) in methanol (40 mL) was added Pd-Black and 1M HCl (4 mL) solution. The mixture was hydrogenated under H2 at 50 psi overnight. The catalyst was filtered off and the solution was concentrated to dryness. The residue was dissolved in ethanol and triethyl amine (2 mL) was added. The solution was refluxed for three hours and then concentrated to dryness...